Dataset: the Open Reaction Database (ORD), a public repository of structured organic reaction records. Task: describe an organic reaction: reactants, conditions, products, and yield Starting materials: CCO, CC1CCC(C(C)C)C(OC(C(=O)[O-])C(C(=Cc2ccc(Cl)cc2)n2cncn2)C(C)(C)C)C1, [K+], [OH-], O. The product is CC(C)(C)C(O)C(=Cc1ccc(Cl)cc1)n1cncn1. As a reaction SMILES: [CH3:35][CH2:36][OH:37].[Cl:1][c:2]1[cH:3][cH:4][c:5]([CH:8]=[C:9]([CH:10]([C:11]([CH3:12])([CH3:13])[CH3:14])[CH:15]([O:16][CH:17]2[CH:18]([CH:19]([CH3:20])[CH3:21])[CH2:22][CH2:23][CH:24]([CH3:25])[CH2:26]2)[C:27]([O-:28])=[O:29])[n:30]2[n:31][cH:32][n:33][cH:34]2)[cH:6][cH:7]1.[K+:39].[OH-:38].[OH2:40]>>[Cl:1][c:2]1[cH:3][cH:4][c:5]([CH:8]=[C:9]([CH:10]([C:11]([CH3:12])([CH3:13])[CH3:14])[OH:37])[n:30]2[n:31][cH:32][n:33][cH:34]2)[cH:6][cH:7]1.